This data is from the Open Reaction Database (ORD), a public repository of structured organic reaction records. The task is: describe an organic reaction: reactants, conditions, products, and yield Reactants: CCOC(=O)c1c(C)c[nH]c1CCNCCN(CC)CC, C[Al](C)C, Cc1ccccc1, Cl, [Na+], [OH-], O. Product: CCN(CC)CCN1CCc2[nH]cc(C)c2C1=O. As a reaction SMILES: [CH2:1]([O:3][C:4](=[O:2])[c:6]1[c:7]([CH2:12][CH2:13][NH:14][CH2:15][CH2:16][N:17]([CH2:18][CH3:19])[CH2:20][CH3:21])[nH:8][cH:9][c:10]1[CH3:11])[CH3:5].[CH3:22][Al:23]([CH3:24])[CH3:25].[CH3:29][c:30]1[cH:31][cH:32][cH:33][cH:34][cH:35]1.[ClH:26].[Na+:28].[OH-:27].[OH2:36]>>[O:3]=[C:4]1[c:6]2[c:7]([nH:8][cH:9][c:10]2[CH3:11])[CH2:12][CH2:13][N:14]1[CH2:15][CH2:16][N:17]([CH2:18][CH3:19])[CH2:20][CH3:21]. The reactants are BrCc1ccccc1, C1CCOC1, C[Si](C)(C)[N-][Si](C)(C)C, ClCCl, [Li+], COc1ccc(Cn2nc(C)c3cc(-c4nnc(N)c(N5CCN(C(=O)OC(C)(C)C)CC5)n4)ccc32)cc1. The product is COc1ccc(Cn2nc(C)c3cc(-c4nnc(NCc5ccccc5)c(N5CCN(C(=O)OC(C)(C)C)CC5)n4)ccc32)cc1. As a reaction SMILES: [Br:50][CH2:51][c:52]1[cH:53][cH:54][cH:55][cH:56][cH:57]1.[CH2:61]1[O:62][CH2:63][CH2:64][CH2:65]1.[CH3:40][Si:41]([N-:42][Si:43]([CH3:44])([CH3:45])[CH3:46])([CH3:47])[CH3:48].[Cl:58][CH2:59][Cl:60].[Li+:49].[NH2:1][c:2]1[c:3]([N:27]2[CH2:28][CH2:29][N:30]([C:33](=[O:34])[O:35][C:36]([CH3:37])([CH3:38])[CH3:39])[CH2:31][CH2:32]2)[n:4][c:5](-[c:8]2[cH:9][c:10]3[c:11]([CH3:26])[n:12][n:13]([CH2:17][c:18]4[cH:19][cH:20][c:21]([O:24][CH3:25])[cH:22][cH:23]4)[c:14]3[cH:15][cH:16]2)[n:6][n:7]1>>[NH:1]([c:2]1[c:3]([N:27]2[CH2:28][CH2:29][N:30]([C:33](=[O:34])[O:35][C:36]([CH3:37])([CH3:38])[CH3:39])[CH2:31][CH2:32]2)[n:4][c:5](-[c:8]2[cH:9][c:10]3[c:11]([CH3:26])[n:12][n:13]([CH2:17][c:18]4[cH:19][cH:20][c:21]([O:24][CH3:25])[cH:22][cH:23]4)[c:14]3[cH:15][cH:16]2)[n:6][n:7]1)[CH2:51][c:52]1[cH:53][cH:54][cH:55][cH:56][cH:57]1.